From a dataset of the Open Reaction Database (ORD), a public repository of structured organic reaction records. describe an organic reaction: reactants, conditions, products, and yield The reactants are BrCC1CC1, Cc1cc2c(C(F)(F)F)c(Br)ccc2[nH]1. Yields the product Cc1cc2c(C(F)(F)F)c(Br)ccc2n1CC1CC1. As a reaction SMILES: [Br:16][CH2:17][CH:18]1[CH2:19][CH2:20]1.[Br:1][c:2]1[c:3]([C:12]([F:13])([F:14])[F:15])[c:4]2[cH:5][c:6]([CH3:11])[nH:7][c:8]2[cH:9][cH:10]1>>[Br:1][c:2]1[c:3]([C:12]([F:13])([F:14])[F:15])[c:4]2[cH:5][c:6]([CH3:11])[n:7]([CH2:17][CH:18]3[CH2:19][CH2:20]3)[c:8]2[cH:9][cH:10]1.